The task is: describe an organic reaction: reactants, conditions, products, and yield. This data is from the Open Reaction Database (ORD), a public repository of structured organic reaction records. The reactants are C1(=CC=CC=C1)O (phenol), NC=1C=C(C=CC1)O (m-aminophenol), C1(O)=CC(O)=CC=C1 (resorcinol). The product is C=O (formaldehyde), C1(O)=CC(O)=CC=C1 (resorcinol), C1(=CC=CC=C1)O (phenol). Reaction SMILES: [C:1]1([CH:8]=[CH:7][CH:6]=[C:4]([OH:5])[CH:3]=1)[OH:2].[C:9]1([OH:15])[CH:14]=[CH:13][CH:12]=[CH:11][CH:10]=1.NC1C=C(O)C=CC=1>>[CH2:1]=[O:2].[C:1]1([CH:8]=[CH:7][CH:6]=[C:4]([OH:5])[CH:3]=1)[OH:2].[C:9]1([OH:15])[CH:14]=[CH:13][CH:12]=[CH:11][CH:10]=1. Reported procedure: providing a resorcinol resin adhesive composition comprising a resorcinol.phenol.m-aminophenol.formaldehyde co-condensed resin obtained by reaction of resorcinol, phenol, m.aminophenol, and formaldehyde; Starting materials: CC(C)(C)OC(=O)N1CCN(c2nc(CO)cs2)CC1, CS(=O)(=O)Cl, CCN(C(C)C)C(C)C, ClCCl. Product: CC(C)(C)OC(=O)N1CCN(c2nc(CCl)cs2)CC1. As a reaction SMILES: [C:1]([CH3:2])([CH3:3])([CH3:4])[O:5][C:6](=[O:7])[N:8]1[CH2:9][CH2:10][N:11]([c:14]2[s:15][cH:16][c:17]([CH2:19][OH:20])[n:18]2)[CH2:12][CH2:13]1.[CH3:30][S:31]([Cl:32])(=[O:33])=[O:34].[CH:21]([N:22]([CH2:23][CH3:24])[CH:25]([CH3:26])[CH3:27])([CH3:28])[CH3:29].[Cl:35][CH2:36][Cl:37]>>[C:1]([CH3:2])([CH3:3])([CH3:4])[O:5][C:6](=[O:7])[N:8]1[CH2:9][CH2:10][N:11]([c:14]2[s:15][cH:16][c:17]([CH2:19][Cl:32])[n:18]2)[CH2:12][CH2:13]1. Starting materials: C#Cc1ccccc1F, C1CCOC1, [Li]CCCC, CCOC(=O)Cl, O. Product: CCOC(=O)C#Cc1ccccc1F. Reaction SMILES: [C:1](#[CH:2])[c:3]1[c:4]([F:9])[cH:5][cH:6][cH:7][cH:8]1.[CH2:10]1[O:11][CH2:12][CH2:13][CH2:14]1.[CH3:15][CH2:16][CH2:17][CH2:18][Li:19].[Cl:20][C:21](=[O:22])[O:23][CH2:24][CH3:25].[OH2:26]>>[C:1](#[C:2][C:21](=[O:22])[O:23][CH2:24][CH3:25])[c:3]1[c:4]([F:9])[cH:5][cH:6][cH:7][cH:8]1. Starting materials: C(C)(=O)SCC(C(=O)O)C(C)C1=CC=CC=C1 (2-acetylthiomethyl-3-phenylbutanoic acid), C(C1=CC=CC=C1)OC([C@@H](N)CCCC)=O (norleucine benzyl ester). The product is C(C1=CC=CC=C1)OC([C@@H](NC(C(C(C)C1=CC=CC=C1)CSC(C)=O)=O)CCCC)=O (N-(2-acetylthiomethyl-1-oxo-3-phenylbutyl)norleucine benzyl ester). Yield: 75.0%. Reaction SMILES: [C:1]([S:4][CH2:5][CH:6]([CH:10]([C:12]1[CH:17]=[CH:16][CH:15]=[CH:14][CH:13]=1)[CH3:11])[C:7]([OH:9])=O)(=[O:3])[CH3:2].[CH2:18]([O:25][C:26](=[O:33])[C@H:27]([CH2:29][CH2:30][CH2:31][CH3:32])[NH2:28])[C:19]1[CH:24]=[CH:23][CH:22]=[CH:21][CH:20]=1>>[CH2:18]([O:25][C:26](=[O:33])[C@H:27]([CH2:29][CH2:30][CH2:31][CH3:32])[NH:28][C:7](=[O:9])[CH:6]([CH2:5][S:4][C:1](=[O:3])[CH3:2])[CH:10]([C:12]1[CH:17]=[CH:16][CH:15]=[CH:14][CH:13]=1)[CH3:11])[C:19]1[CH:24]=[CH:23][CH:22]=[CH:21][CH:20]=1. Reported procedure: Using the procedure described in Example 60, but starting with 2-acetylthiomethyl-3-phenylbutanoic acid and norleucine benzyl ester, and after purifying by chromatography, eluting with a hexane/ethyl acetate (75:25 by volume) mixture, N-(2-acetylthiomethyl-1-oxo-3-phenylbutyl)norleucine benzyl ester is obtained in a 75% yield in the form of an oil, having the following characteristics: Rf =0.46 [hexane/ethyl acetate(6.5:3.5 by volume)]. The reactants are CC([O-])CC.[Al+3].CC([O-])CC.CC([O-])CC (aluminum sec-butoxide), solution, [Cr+3] (chromium (III)), aluminum alkoxide. Run in ClCCl (dichloromethane), ClCCl (dichloromethane). The product is CC([O-])CC.[Al+3].CC([O-])CC.CC([O-])CC (aluminum sec-butoxide), [Al] (aluminum), [Cr] (chromium). Yield: 3.7%. Reaction SMILES: [Cr+3:1].[CH3:2][CH:3]([CH2:5][CH3:6])[O-:4].[Al+3:7].[CH3:8][CH:9]([CH2:11][CH3:12])[O-:10].[CH3:13][CH:14]([CH2:16][CH3:17])[O-:15]>ClCCl>[CH3:2][CH:3]([CH2:5][CH3:6])[O-:4].[Al+3:7].[CH3:8][CH:9]([CH2:11][CH3:12])[O-:10].[CH3:13][CH:14]([CH2:16][CH3:17])[O-:15].[Al:7].[Cr:1] |f:1.2.3.4,6.7.8.9|. Procedure details: As indicated, in some cases the catalyst was also coated with an aluminum alkoxide. In these cases, dichloromethane is added to a similar flask as used in step B and while maintaining a nitrogen atmosphere stirring is commenced (see U.S. Pat. No. 3,984,351 incorporated herein by reference). To the flask is added a portion of the supported hydrated polymeric chromium (III) of step B. A solution of dichloromethane and aluminum sec-butoxide is prepared in a pressure equalizing dropping funnel and t... Starting materials: CCOC(C)=O, CCCCC[Si]1(c2ccccc2)CCC(C2CCC(C=Cc3ccc(F)c(F)c3)CC2)CC1, [H][H], O=[Pt]. Yields the product CCCCC[Si]1(c2ccccc2)CCC(C2CCC(CCc3ccc(F)c(F)c3)CC2)CC1. Reaction SMILES: [CH3:36][CH2:37][O:38][C:39](=[O:40])[CH3:41].[F:1][c:2]1[cH:3][c:4]([CH:9]=[CH:10][CH:11]2[CH2:12][CH2:13][CH:14]([CH:17]3[CH2:18][CH2:19][Si:20]([c:23]4[cH:24][cH:25][cH:26][cH:27][cH:28]4)([CH2:29][CH2:30][CH2:31][CH2:32][CH3:33])[CH2:21][CH2:22]3)[CH2:15][CH2:16]2)[cH:5][cH:6][c:7]1[F:8].[H:34][H:35].[Pt:42]=[O:43]>>[F:1][c:2]1[cH:3][c:4]([CH2:9][CH2:10][CH:11]2[CH2:12][CH2:13][CH:14]([CH:17]3[CH2:18][CH2:19][Si:20]([c:23]4[cH:24][cH:25][cH:26][cH:27][cH:28]4)([CH2:29][CH2:30][CH2:31][CH2:32][CH3:33])[CH2:21][CH2:22]3)[CH2:15][CH2:16]2)[cH:5][cH:6][c:7]1[F:8].